describe an organic reaction: reactants, conditions, products, and yield From a dataset of the Open Reaction Database (ORD), a public repository of structured organic reaction records. Reactants: BrC=1C=NC=CC1 (3-bromopyridine), C(C)OC(=O)CCC1=CC=C(C=C1)B(O)O (4-[2-ethoxycarbonylethyl]phenylboronic acid). The reagents and catalysts are C1=CC=C(C=C1)P([C-]2C=CC=C2)C3=CC=CC=C3.C1=CC=C(C=C1)P([C-]2C=CC=C2)C3=CC=CC=C3.Cl[Pd]Cl.[Fe+2] (1,1′-Bis(diphenylphosphino)ferrocenedichloropalladium(II)). The solvent is CN(C=O)C (dimethyl formamide), C([O-])([O-])=O.[Na+].[Na+] (sodium carbonate), O (water). Yields the product C(C)OC(CCC1=CC=C(C=C1)C=1C=NC=CC1)=O (3-(4-Pyridin-3-yl-phenyl)propionic acid ethyl ester). Reaction SMILES: Br[C:2]1[CH:3]=[N:4][CH:5]=[CH:6][CH:7]=1.[CH2:8]([O:10][C:11]([CH2:13][CH2:14][C:15]1[CH:20]=[CH:19][C:18](B(O)O)=[CH:17][CH:16]=1)=[O:12])[CH3:9]>CN(C)C=O.C(=O)([O-])[O-].[Na+].[Na+].O.C1C=CC(P(C2C=CC=CC=2)[C-]2C=CC=C2)=CC=1.C1C=CC(P(C2C=CC=CC=2)[C-]2C=CC=C2)=CC=1.Cl[Pd]Cl.[Fe+2]>[CH2:8]([O:10][C:11](=[O:12])[CH2:13][CH2:14][C:15]1[CH:20]=[CH:19][C:18]([C:2]2[CH:3]=[N:4][CH:5]=[CH:6][CH:7]=2)=[CH:17][CH:16]=1)[CH3:9] |f:3.4.5,7.8.9.10|. Procedure: 1,1′-Bis(diphenylphosphino)ferrocenedichloropalladium(II) (0.1 g, 0.1 mmol) was added to a stirred and degassed solution of 3-bromopyridine (1.5 ml, 15.6 mmol) and 4-[2-ethoxycarbonylethyl]phenylboronic acid (P20) (3.5 g, 15.8 mmol) in dimethyl formamide (30 mL) and 2N sodium carbonate solution in water (15 mL). The reaction mixture was stirred at 100° C. for 18 hours, then allowed to cool. The solution was filtered through celite, then ethyl acetate (100 mL) was added and the organic phase was ... Starting materials: [N+](=O)([O-])C1=C2C=COC(C2=CC=C1)=O (5-nitro-isochromen-1-one), NC[C@H]1N(CCC1)C(=O)OC(C)(C)C ((S)-tert-butyl 2-(aminomethyl)pyrrolidine-1-carboxylate), CO (methanol). Product: [N+](=O)([O-])C1=C2C=CN(C(C2=CC=C1)=O)C[C@H]1N(CCC1)C(=O)OC(C)(C)C ((S)-tert-Butyl 2-((5-nitro-1-oxoisoquinolin-2(1H)-yl)methyl)pyrrolidine-1-carboxylate). As a reaction SMILES: [N+:1]([C:4]1[CH:13]=[CH:12][CH:11]=[C:10]2[C:5]=1[CH:6]=[CH:7]O[C:9]2=[O:14])([O-:3])=[O:2].[NH2:15][CH2:16][C@@H:17]1[CH2:21][CH2:20][CH2:19][N:18]1[C:22]([O:24][C:25]([CH3:28])([CH3:27])[CH3:26])=[O:23].CO>>[N+:1]([C:4]1[CH:13]=[CH:12][CH:11]=[C:10]2[C:5]=1[CH:6]=[CH:7][N:15]([CH2:16][C@@H:17]1[CH2:21][CH2:20][CH2:19][N:18]1[C:22]([O:24][C:25]([CH3:28])([CH3:27])[CH3:26])=[O:23])[C:9]2=[O:14])([O-:3])=[O:2]. Reported procedure: Into a round bottom flask was combined 5-nitro-isochromen-1-one (3.50 g, 0.0165 mol), (S)-tert-butyl 2-(aminomethyl)pyrrolidine-1-carboxylate (4.12 g, 0.0206 mol) and methanol (100.0 mL, 2.469 mol). The mixture was heated at reflux for 2 hours. The mixture was allowed to cool and the volatiles were removed under reduced pressure. The crude oil was chromatographed using a methylene chloride:methanol (0-10%) gradient. The combined pure fractions were reduced in vacuo to yield the title compound as... Starting materials: CS(=O)(=O)c1ncccn1, CN(C)C=O, CCOC(C)=O, NC1CCCc2c1[nH]c1ccc(Cl)cc21. Product: Clc1ccc2[nH]c3c(c2c1)CCCC3Nc1ncccn1. As a reaction SMILES: [CH3:16][S:17](=[O:18])(=[O:19])[c:20]1[n:21][cH:22][cH:23][cH:24][n:25]1.[CH3:26][N:27]([CH3:28])[CH:29]=[O:30].[CH3:31][CH2:32][O:33][C:34](=[O:35])[CH3:36].[Cl:1][c:2]1[cH:3][c:4]2[c:5]3[c:10]([nH:11][c:12]2[cH:13][cH:14]1)[CH:9]([NH2:15])[CH2:8][CH2:7][CH2:6]3>>[Cl:1][c:2]1[cH:3][c:4]2[c:5]3[c:10]([nH:11][c:12]2[cH:13][cH:14]1)[CH:9]([NH:15][c:20]1[n:21][cH:22][cH:23][cH:24][n:25]1)[CH2:8][CH2:7][CH2:6]3. Reactants: C(C1=CC=CC=C1)OC1=CC2=C(C=C(O2)C(CC)(CC)C2=CC(=C(C=C2)O)C)C=C1 (4-[1-(6-Benzyloxy-benzofuran-2-yl)-1-ethyl-propyl]-2-methyl-phenol), BrCC(C(C)(C)C)=O (1-bromopinacolone), C(=O)([O-])[O-].[K+].[K+] (K2CO3). Yields the product C(C1=CC=CC=C1)OC1=CC2=C(C=C(O2)C(CC)(CC)C2=CC(=C(OCC(C(C)(C)C)=O)C=C2)C)C=C1 (1-{4-[1-(6-Benzyloxy-benzofuran-2-yl)-1-ethyl-propyl]-2-methyl-phenoxy}-3,3-dimethyl-butan-2-one). Isolated yield 86.4%. Reaction SMILES: [CH2:1]([O:8][C:9]1[CH:30]=[CH:29][C:12]2[CH:13]=[C:14]([C:16]([C:21]3[CH:26]=[CH:25][C:24]([OH:27])=[C:23]([CH3:28])[CH:22]=3)([CH2:19][CH3:20])[CH2:17][CH3:18])[O:15][C:11]=2[CH:10]=1)[C:2]1[CH:7]=[CH:6][CH:5]=[CH:4][CH:3]=1.Br[CH2:32][C:33](=[O:38])[C:34]([CH3:37])([CH3:36])[CH3:35].C([O-])([O-])=O.[K+].[K+]>>[CH2:1]([O:8][C:9]1[CH:30]=[CH:29][C:12]2[CH:13]=[C:14]([C:16]([C:21]3[CH:26]=[CH:25][C:24]([O:27][CH2:32][C:33](=[O:38])[C:34]([CH3:37])([CH3:36])[CH3:35])=[C:23]([CH3:28])[CH:22]=3)([CH2:19][CH3:20])[CH2:17][CH3:18])[O:15][C:11]=2[CH:10]=1)[C:2]1[CH:3]=[CH:4][CH:5]=[CH:6][CH:7]=1 |f:2.3.4|. Reported procedure: 4-[1-(6-Benzyloxy-benzofuran-2-yl)-1-ethyl-propyl]-2-methyl-phenol (5.50 g, 13.7 mmol) and 1-bromopinacolone (4.92 g, 27.5 mmol) and K2CO3 (3.80 g, 27.5 mmol) are reacted analogous to Example 1E to give the title compound as a pale yellow oil (5.90 g, 86%). The reactants are N1C(CCC1)=O (pyrrolidin-2-one), BrC1=CC=C(C=N1)C(=O)N1CCN(CC1)C1=NC=C(C=C1C)C1CC1 ((6-bromopyridin-3-yl)[4-(5-cyclopropyl-3-methylpyridin-2-yl)piperazin-1-yl]methanone). Product: C1(CC1)C=1C=C(C(=NC1)N1CCN(CC1)C(=O)C=1C=CC(=NC1)N1C(CCC1)=O)C (1-{5-[4-(5-cyclopropyl-3-methylpyridin-2-yl)piperazine-1-carbonyl]pyridin-2-yl}pyrrolidin-2-one). Yield: 4.5%. As a reaction SMILES: [NH:1]1[CH2:5][CH2:4][CH2:3][C:2]1=[O:6].Br[C:8]1[N:13]=[CH:12][C:11]([C:14]([N:16]2[CH2:21][CH2:20][N:19]([C:22]3[C:27]([CH3:28])=[CH:26][C:25]([CH:29]4[CH2:31][CH2:30]4)=[CH:24][N:23]=3)[CH2:18][CH2:17]2)=[O:15])=[CH:10][CH:9]=1>>[CH:29]1([C:25]2[CH:26]=[C:27]([CH3:28])[C:22]([N:19]3[CH2:20][CH2:21][N:16]([C:14]([C:11]4[CH:10]=[CH:9][C:8]([N:1]5[CH2:5][CH2:4][CH2:3][C:2]5=[O:6])=[N:13][CH:12]=4)=[O:15])[CH2:17][CH2:18]3)=[N:23][CH:24]=2)[CH2:30][CH2:31]1. Reported procedure: Using pyrrolidin-2-one (130 mg) and (6-bromopyridin-3-yl)[4-(5-cyclopropyl-3-methylpyridin-2-yl)piperazin-1-yl]methanone (554 mg) described in Preparation Example 144 and by the reaction and treatment in the same manner as in Example 1, the title compound (25 mg) was obtained. Reactants: N[C@@H](CC(C)C)C(=O)O.N[C@@H](CC(C)C)C(=O)O (L-leucine L-leucine), C[Si](C)(C)Cl (trimethylsilyl chloride). Run in CO (methyl alcohol). Reaction conditions: time 8 hour. Yields the product COC([C@@H](NC([C@@H](N)CC(C)C)=O)CC(C)C)=O (N-L-Leucyl-L-leucine methyl ester). As a reaction SMILES: [NH2:1][C@H:2]([C:7]([OH:9])=[O:8])[CH2:3][CH:4]([CH3:6])[CH3:5].[NH2:10][C@H:11]([C:16]([OH:18])=O)[CH2:12][CH:13]([CH3:15])[CH3:14].[CH3:19][Si](Cl)(C)C>CO>[CH3:19][O:8][C:7](=[O:9])[C@H:2]([CH2:3][CH:4]([CH3:6])[CH3:5])[NH:1][C:16](=[O:18])[C@H:11]([CH2:12][CH:13]([CH3:15])[CH3:14])[NH2:10] |f:0.1|. Reported procedure: To 0.50 g of L-leucine-L-leucine, under argon, is added, via a syringe, 10 ml of methyl alcohol and 0.610 ml of trimethylsilyl chloride. The reaction is stirred overnight at room temperature. The mixture is concentrated in vacuo to give 0.554 g of the desired product. Reactants: N1C=NC=C1 (imidazole), [SiH4] (silane), C1(=CC=CC=C1)C=1NC=CN1 (2-phenylimidazole), C(C=1C(C(=O)O)=CC(C(=O)O)=CC1)(=O)O (trimellitic acid), N1C=NC=C1 (imidazole), ( 1 ), ( 3 ), ( 3 ), C(C1CO1)OCCC[Si](OC)(OC)OC ((3-glycidoxypropyl)trimethoxysilane), [SiH4] (silane), ( 1 ). Conditions: time 30 minute. Yields the product C(C=1C(C(=O)O)=CC(C(=O)O)=CC1)(=O)O.N1C=NC=C1 (imidazole trimellitate). Reaction SMILES: [NH:1]1[CH:5]=[CH:4][N:3]=[CH:2]1.C(OCCC[Si](OC)(OC)OC)C1OC1.[SiH4].C1(C2NC=CN=2)C=CC=CC=1.[C:33]([OH:47])(=[O:46])[C:34]1[C:35](=[CH:39][C:40](=[CH:44][CH:45]=1)[C:41]([OH:43])=[O:42])[C:36]([OH:38])=[O:37]>>[C:33]([OH:47])(=[O:46])[C:34]1[C:35](=[CH:39][C:40](=[CH:44][CH:45]=1)[C:41]([OH:43])=[O:42])[C:36]([OH:38])=[O:37].[NH:1]1[CH:5]=[CH:4][N:3]=[CH:2]1 |f:5.6|. Procedure: 13.62 g (0.2 mol) of imidazole was melted at 95° C., and 47.27 g (0.2 mol) of (3-glycidoxypropyl)trimethoxysilane was added dropwise thereto over a period of 30 minutes while stirred in an argon atmosphere. Following addition, the product was further reacted for one hour at a temperature of 95° C., yielding an imidaz,ole group-containing silane coupling agent comprising a mixture of the compounds represented by the chemical formulas (1), (2), and (3) below. In the formulas (1), (2), and (3) belo... Reactants: ClC=1C=C(C=CC1)C1=NC(=NC(=C1)C(F)(F)F)N1C=NC(=C1)I (4-(3-chloro-phenyl)-2-(4-iodo-imidazol-1-yl)-6-trifluoromethyl-pyrimidine), C(C)(C)(C)NS(=O)(=O)C=1C=C(C=CC1)B(O)O (3-(tert.-butylsulfamoyl)-phenylboronic acid). Product: C(C)(C)(C)NS(=O)(=O)C1=CC(=CC=C1)C=1N=CN(C1)C1=NC(=CC(=N1)C(F)(F)F)C1=CC(=CC=C1)Cl (N-tert-Butyl-3-{1-[6-(3-chloro-phenyl)-4-trifluoromethyl-pyrimidin-2-yl]-1H-imidazol-4-yl}-benzenesulfonamide), solid. RXN SMILES: [Cl:1][C:2]1[CH:3]=[C:4]([C:8]2[CH:13]=[C:12]([C:14]([F:17])([F:16])[F:15])[N:11]=[C:10]([N:18]3[CH:22]=[C:21](I)[N:20]=[CH:19]3)[N:9]=2)[CH:5]=[CH:6][CH:7]=1.[C:24]([NH:28][S:29]([C:32]1[CH:33]=[C:34](B(O)O)[CH:35]=[CH:36][CH:37]=1)(=[O:31])=[O:30])([CH3:27])([CH3:26])[CH3:25]>>[C:24]([NH:28][S:29]([C:32]1[CH:33]=[CH:34][CH:35]=[C:36]([C:21]2[N:20]=[CH:19][N:18]([C:10]3[N:11]=[C:12]([C:14]([F:17])([F:16])[F:15])[CH:13]=[C:8]([C:4]4[CH:5]=[CH:6][CH:7]=[C:2]([Cl:1])[CH:3]=4)[N:9]=3)[CH:22]=2)[CH:37]=1)(=[O:31])=[O:30])([CH3:27])([CH3:25])[CH3:26]. Procedure details: N-tert-Butyl-3-{1-[6-(3-chloro-phenyl)-4-trifluoromethyl-pyrimidin-2-yl]-1H-imidazol-4-yl}-benzenesulfonamide was prepared from 4-(3-chloro-phenyl)-2-(4-iodo-imidazol-1-yl)-6-trifluoromethyl-pyrimidine (example E.72) (0.68 g, 1.5 mmol) and commercially available 3-(tert.-butylsulfamoyl)-phenylboronic acid (0.46 g, 1.8 mmol) according to the general procedure VI. Obtained as a light yellow solid (0.2 g) which was subsequently deprotected. Starting materials: N#CCCc1cccc2cc[nH]c12, CN(C)C=O, [Cl-], ClCc1cccc(C=Cc2ccc3ccc(Cl)cc3n2)c1, [H-], [NH4+], [Na+]. Product: N#CCCc1cccc2ccn(Cc3cccc(C=Cc4ccc5ccc(Cl)cc5n4)c3)c12. Reaction SMILES: [C:1](#[N:2])[CH2:3][CH2:4][c:5]1[cH:6][cH:7][cH:8][c:9]2[cH:10][cH:11][nH:12][c:13]12.[CH3:39][N:40]([CH3:41])[CH:42]=[O:43].[Cl-:37].[Cl:16][c:17]1[cH:18][cH:19][c:20]2[cH:21][cH:22][c:23]([CH:27]=[CH:28][c:29]3[cH:30][c:31]([CH2:32][Cl:33])[cH:34][cH:35][cH:36]3)[n:24][c:25]2[cH:26]1.[H-:14].[NH4+:38].[Na+:15]>>[C:1](#[N:2])[CH2:3][CH2:4][c:5]1[cH:6][cH:7][cH:8][c:9]2[cH:10][cH:11][n:12]([CH2:32][c:31]3[cH:30][c:29]([CH:28]=[CH:27][c:23]4[cH:22][cH:21][c:20]5[cH:19][cH:18][c:17]([Cl:16])[cH:26][c:25]5[n:24]4)[cH:36][cH:35][cH:34]3)[c:13]12.